From a dataset of the Open Reaction Database (ORD), a public repository of structured organic reaction records. describe an organic reaction: reactants, conditions, products, and yield Starting materials: COC=1C(NC=CC1)=O (3-methoxy-pyridinone), O1CCCC1 (tetrahydrofuran), ( 7.0.0 ), Cl.Cl.C1(CCCC1)NN (cyclopentylhydrazine dihydrochioride). Reaction conditions: temperature 88 celsius. Yields the product N1=NC(C2=C1C=CC=N2)=O (pyrazolopyridinone). RXN SMILES: CO[C:3]1[C:4](=O)[NH:5][CH:6]=[CH:7][CH:8]=1.Cl.Cl.[CH:12]1([NH:17][NH2:18])CCCC1.[O:19]1CCCC1>>[N:18]1[C:3]2[CH:8]=[CH:7][CH:6]=[N:5][C:4]=2[C:12](=[O:19])[N:17]=1 |f:1.2.3|. Procedure details: treating said 3-methoxy-pyridinone compound of Formula (7.0.0) with cyclopentylhydrazine dihydrochioride; wherein a reaction mixture is established with tetrahydrofuran (THF) solvent and heating of said reaction mixture to 88° C., for 12 hours, while said reaction mixture is being swept by nitrogen in order to remove methanol, THF, and HCl; whereby there is produced a pyrazolopyridinone compound N-protected by p-methoxybenzyl, of Formula (8.0.0): The reactants are CCOC(=O)C (EtOAc), ClC=1C=C(C=CC1)[C@H]1C[C@@H](C(N([C@@H]1C1=CC=C(C=C1)Cl)CC1CC1)=O)CC(=O)O (2-((3R,5R,6S)-5-(3-chlorophenyl)-6-(4-chlorophenyl)-1-(cyclopropylmethyl)-2-oxopiperidin-3-yl)acetic acid), S(=O)(Cl)Cl (thionyl chloride), 14h, C(=O)(O)[O-].[Na+] (NaHCO3). The solvent is CO (MeOH). The product is ClC=1C=C(C=CC1)[C@H]1C[C@@H](C(N([C@@H]1C1=CC=C(C=C1)Cl)CC1CC1)=O)CC(=O)OC (Methyl 2-((3R,5R,6S)-5-(3-chlorophenyl)-6-(4-chlorophenyl)-1-(cyclopropylmethyl)-2-oxopiperidin-3-yl)acetate). RXN SMILES: [Cl:1][C:2]1[CH:3]=[C:4]([C@@H:8]2[C@@H:13]([C:14]3[CH:19]=[CH:18][C:17]([Cl:20])=[CH:16][CH:15]=3)[N:12]([CH2:21][CH:22]3[CH2:24][CH2:23]3)[C:11](=[O:25])[C@@H:10]([CH2:26][C:27]([OH:29])=[O:28])[CH2:9]2)[CH:5]=[CH:6][CH:7]=1.S(Cl)(Cl)=O.[CH3:34]COC(C)=O.C([O-])(O)=O.[Na+]>CO>[Cl:1][C:2]1[CH:3]=[C:4]([C@@H:8]2[C@@H:13]([C:14]3[CH:19]=[CH:18][C:17]([Cl:20])=[CH:16][CH:15]=3)[N:12]([CH2:21][CH:22]3[CH2:23][CH2:24]3)[C:11](=[O:25])[C@@H:10]([CH2:26][C:27]([O:29][CH3:34])=[O:28])[CH2:9]2)[CH:5]=[CH:6][CH:7]=1 |f:3.4|. Procedure details: To a suspension of 250 mg (0.578 mmol) of 2-((3R,5R,6S)-5-(3-chlorophenyl)-6-(4-chlorophenyl)-1-(cyclopropylmethyl)-2-oxopiperidin-3-yl)acetic acid (Example 35) in MeOH (3 mL) was added thionyl chloride (78.0 μl, 1070 μmol) dropwise at 0° C. After being stirred at 25° C. for 14h, the reaction was diluted (EtOAc), basified (sat NaHCO3), extracted (2×EtOAc). The combined organic layers were washed with sat. aq. NaCl solution, dried over Na2SO4, filtered and the filtrate was concentrated under redu...